From a dataset of the Open Reaction Database (ORD), a public repository of structured organic reaction records. describe an organic reaction: reactants, conditions, products, and yield The reactants are C(C)C1=C2C=C(C(NC2=CC(=N1)CC)=O)C(=O)OCC (ethyl 5,7-diethyl-2-oxo-1,2-dihydro-1,6-naphthyridine-3-carboxylate), C(C)NCC (Diethylamine), C[Al](C)C (trimethylaluminium), Cl (hydrochloric acid), CO (methanol). The solvent is ClCCl (dichloromethane), ClCCl (dichloromethane). Conditions: time 30 minute. Product: C(C)C1=C2C(=C(C(NC2=CC(=N1)CC)=O)C(=O)OCC)O (ethyl 5,7-diethyl-4-hydroxy-2-oxo-1,2-dihydro-1,6-naphthyridine-3-carboxylate). Reaction SMILES: C(NCC)C.C[Al](C)C.[CH2:10]([C:12]1[N:21]=[C:20]([CH2:22][CH3:23])[CH:19]=[C:18]2[C:13]=1[CH:14]=[C:15]([C:25]([O:27][CH2:28][CH3:29])=[O:26])[C:16](=[O:24])[NH:17]2)[CH3:11].Cl.C[OH:32]>ClCCl>[CH2:10]([C:12]1[N:21]=[C:20]([CH2:22][CH3:23])[CH:19]=[C:18]2[C:13]=1[C:14]([OH:32])=[C:15]([C:25]([O:27][CH2:28][CH3:29])=[O:26])[C:16](=[O:24])[NH:17]2)[CH3:11]. Procedure details: Diethylamine (0.63 ml) was added dropwise to a stirred solution of trimethylaluminium (2M solution in toluene; 3 ml) in dichloromethane (5 ml) under an atmosphere of argon. The mixture was stirred for 30 minutes then a solution of ethyl 5,7-diethyl-2-oxo-1,2-dihydro-1,6-naphthyridine-3-carboxylate (548 mg) in dichloromethane (5 ml) was added dropwise. The resulting mixture was heated at reflux for 4 hours then cooled in ice. A mixture of 2M hydrochloric acid (1 ml) and methanol (1 ml) was added ...